describe an organic reaction: reactants, conditions, products, and yield From a dataset of the Open Reaction Database (ORD), a public repository of structured organic reaction records. Reactants: ClC1=CC=C(C(=N1)CO)OC1=CC=CC=C1 ((6-chloro-3-phenoxypyridin-2-yl)methanol). The reagents and catalysts are [C].[Pd] (palladium-carbon). The solvent is C(C)O (ethanol). Run at time 20 hour. Yields the product O(C1=CC=CC=C1)C=1C(=NC=CC1)CO ((3-phenoxypyridin-2-yl)methanol). RXN SMILES: Cl[C:2]1[N:7]=[C:6]([CH2:8][OH:9])[C:5]([O:10][C:11]2[CH:16]=[CH:15][CH:14]=[CH:13][CH:12]=2)=[CH:4][CH:3]=1>C(O)C.[C].[Pd]>[O:10]([C:5]1[C:6]([CH2:8][OH:9])=[N:7][CH:2]=[CH:3][CH:4]=1)[C:11]1[CH:12]=[CH:13][CH:14]=[CH:15][CH:16]=1 |f:2.3|. Reported procedure: To a solution of (6-chloro-3-phenoxypyridin-2-yl)methanol (88 mg) in ethanol (1.5 ml), 10 mg of 10% palladium-carbon catalyst was added, and the reaction solution was stirred for 20 hours under hydrogen atmosphere. The catalyst was filtered off through Celite, and the filtrate was distilled off under reduced pressure to afford the title compound as a yellow solid. Starting materials: CC=C(C)C, CC(c1cccc2ccccc12)N(CC1CN(C(=O)c2ccc(Oc3ccc(C=O)cc3)cc2)CC1c1ccccc1)C(=O)OC(C)(C)C, [O-][Cl+][O-], [K+], [Na+], O, O=P([O-])(O)O. Product: CC(c1cccc2ccccc12)N(CC1CN(C(=O)c2ccc(Oc3ccc(C(=O)O)cc3)cc2)CC1c1ccccc1)C(=O)OC(C)(C)C. As a reaction SMILES: [CH3:56][C:57](=[CH:58][CH3:59])[CH3:60].[CH:1](=[O:2])[c:3]1[cH:4][cH:5][c:6]([O:7][c:8]2[cH:9][cH:10][c:11]([C:12](=[O:13])[N:14]3[CH2:15][CH:16]([CH2:25][N:26]([C:27]([O:28][C:29]([CH3:30])([CH3:31])[CH3:32])=[O:33])[CH:34]([CH3:35])[c:36]4[cH:37][cH:38][cH:39][c:40]5[cH:41][cH:42][cH:43][cH:44][c:45]45)[CH:17]([c:19]4[cH:20][cH:21][cH:22][cH:23][cH:24]4)[CH2:18]3)[cH:46][cH:47]2)[cH:48][cH:49]1.[Cl+:61]([O-:62])[O-:63].[K+:55].[Na+:64].[OH2:65].[P:50](=[O:51])([O-:52])([OH:53])[OH:54]>>[C:1](=[O:2])([c:3]1[cH:4][cH:5][c:6]([O:7][c:8]2[cH:9][cH:10][c:11]([C:12](=[O:13])[N:14]3[CH2:15][CH:16]([CH2:25][N:26]([C:27]([O:28][C:29]([CH3:30])([CH3:31])[CH3:32])=[O:33])[CH:34]([CH3:35])[c:36]4[cH:37][cH:38][cH:39][c:40]5[cH:41][cH:42][cH:43][cH:44][c:45]45)[CH:17]([c:19]4[cH:20][cH:21][cH:22][cH:23][cH:24]4)[CH2:18]3)[cH:46][cH:47]2)[cH:48][cH:49]1)[OH:51]. Starting materials: Br.NC1=NNC2=C(C=C1)C=CC=C2 (racemic aminobenzodiazepine HBr salt), Br (HBr). Run in CCOCC (ether), C(Cl)Cl (methylene chloride). Product: NC1=NNC2=C(C=C1)C=CC=C2 (aminobenzodiazepine). Isolated yield 230.3%. As a reaction SMILES: Br.[NH2:2][C:3]1[CH:9]=[CH:8][C:7]2[CH:10]=[CH:11][CH:12]=[CH:13][C:6]=2[NH:5][N:4]=1.Br>C(Cl)Cl.CCOCC>[NH2:2][C:3]1[CH:9]=[CH:8][C:7]2[CH:10]=[CH:11][CH:12]=[CH:13][C:6]=2[NH:5][N:4]=1 |f:0.1|. Procedure: The crude product 7 (1.0 g, 2.4 mmol) from the above reaction was dissolved in methylene chloride (10 mL), treated with anhydrous HBr gas for 1 h until disappearance of 7 on TLC. The reaction mixture was diluted with ether (100 mL) and decanted. The precipitates were washed with ether and decanted (3×100 mL). The remaining ether was removed in vacuo and the residue was dried under vacuum to afford 8 (0.88 g, 100%) as a white solid. MS m/z 366.0 (MH+) 286.1 (MH+-HBr). The reactants are O=C([O-])[O-], CN(C)C=O, COC(=O)C(C)Cl, Cc1c(Cc2ccc(-n3cccn3)cc2)c(C2CC2)nc2c(F)ccc(O)c12, [K+], [K+], O. Product: COC(=O)C(C)Oc1ccc(F)c2nc(C3CC3)c(Cc3ccc(-n4cccn4)cc3)c(C)c12. As a reaction SMILES: [C:34](=[O:35])([O-:36])[O-:37].[CH3:29][N:30]([CH3:31])[CH:32]=[O:33].[CH3:40][O:41][C:42]([CH:43]([CH3:44])[Cl:45])=[O:46].[CH:1]1([c:4]2[n:5][c:6]3[c:7]([F:28])[cH:8][cH:9][c:10]([OH:27])[c:11]3[c:12]([CH3:26])[c:13]2[CH2:14][c:15]2[cH:16][cH:17][c:18](-[n:21]3[n:22][cH:23][cH:24][cH:25]3)[cH:19][cH:20]2)[CH2:2][CH2:3]1.[K+:38].[K+:39].[OH2:47]>>[CH:1]1([c:4]2[n:5][c:6]3[c:7]([F:28])[cH:8][cH:9][c:10]([O:27][CH:43]([C:42]([O:41][CH3:40])=[O:46])[CH3:44])[c:11]3[c:12]([CH3:26])[c:13]2[CH2:14][c:15]2[cH:16][cH:17][c:18](-[n:21]3[n:22][cH:23][cH:24][cH:25]3)[cH:19][cH:20]2)[CH2:2][CH2:3]1. Starting materials: BrCc1ccc2ccccc2c1, CN1CCC(c2ccc(Cl)cc2)C(O)C1, [H-], [Na+], C1CCOC1. Yields the product CN1CCC(c2ccc(Cl)cc2)C(OCc2ccc3ccccc3c2)C1. Reaction SMILES: [Br:18][CH2:19][c:20]1[cH:21][c:22]2[cH:23][cH:24][cH:25][cH:26][c:27]2[cH:28][cH:29]1.[Cl:1][c:2]1[cH:3][cH:4][c:5]([CH:8]2[CH:9]([OH:15])[CH2:10][N:11]([CH3:14])[CH2:12][CH2:13]2)[cH:6][cH:7]1.[H-:16].[Na+:17].[O:30]1[CH2:31][CH2:32][CH2:33][CH2:34]1>>[Cl:1][c:2]1[cH:3][cH:4][c:5]([CH:8]2[CH:9]([O:15][CH2:19][c:20]3[cH:21][c:22]4[cH:23][cH:24][cH:25][cH:26][c:27]4[cH:28][cH:29]3)[CH2:10][N:11]([CH3:14])[CH2:12][CH2:13]2)[cH:6][cH:7]1. Reactants: 3C, C=CCCCC (1-hexene), C=CC (propylene). Solvent: CCCCCC (n-hexane). The product is C=CCCCC.C=CC (1-Hexene propylene). Reaction SMILES: [CH2:1]=[CH:2][CH2:3][CH2:4][CH2:5][CH3:6].[CH2:7]=[CH:8][CH3:9]>CCCCCC>[CH2:1]=[CH:2][CH2:3][CH2:4][CH2:5][CH3:6].[CH2:7]=[CH:8][CH3:9] |f:3.4|. Reported procedure: A reaction vessel equipped with a mechanical stirrer, reflux condenser, and temperature control was dried and filled with nitrogen. The vessel was charged with 400 g of 1-hexene (from Ethyl Corp.), the temperature was adjusted to 25° C., and hydrogen (Oxygen Services ultra high purity) bubbled in at a rate of about 60 mL/min. 2.2 nL of a 1.8M solution of diethylaluminum chloride (from Aldrich Chemical Co.) was added followed by the addition of 0.4 g AATiCl3 and immediately propylene was bubbled ...